From a dataset of the Open Reaction Database (ORD), a public repository of structured organic reaction records. describe an organic reaction: reactants, conditions, products, and yield Starting materials: C1(=CC=CC=C1)S (thiophenol), CC(C)=C (isobutylene). The product is C1(=CC=CC=C1)SC(C)(C)C (tert-Butyl Phenyl Sulfide). Yield: 93.8%. Reaction SMILES: [C:1]1([SH:7])[CH:6]=[CH:5][CH:4]=[CH:3][CH:2]=1.[CH3:8][C:9](=[CH2:11])[CH3:10]>>[C:1]1([S:7][C:9]([CH3:11])([CH3:10])[CH3:8])[CH:6]=[CH:5][CH:4]=[CH:3][CH:2]=1. Procedure details: To a mixture of 55 grams (0.5 mole) of thiophenol and 51 grams of boron trifluoride-phosphoric acid complex was slowly added, with stirring and cooling, 34 grams (0.6 mole) of isobutylene at 0° C. After addition was complete the mixture was stirred at 0° C. for two hours. The organic layer was separated from the catalyst layer and added to 200 ml of toluene. The toluene layer was distilled in a one-foot packed column to give 78 grams of tert-Butyl Phenyl Sulfide, b.p. 55°/3.0 mm (yield 94%). The... The reactants are C(C1=CC=CC=C1)OC(=O)C1=CC=C(C=C1)N(C(=O)C=1C2=CC=CC=C2N=C2C=CC=CC12)S(=O)(=O)C1=CC=C(C=C1)C (N-(4-benzyloxycarbonylphenyl)-N-(4-toluenesulfonyl)acridine-9-carboxamide), Br (hydrogen bromide). Run in C(C)(=O)O (acetic acid). Reaction conditions: temperature 60 celsius. Product: Br.C(=O)(O)C1=CC=C(C=C1)N(C(=O)C=1C2=CC=CC=C2N=C2C=CC=CC12)S(=O)(=O)C1=CC=C(C=C1)C (N-(4-Carboxyphenyl)-N-(4-toluenesulfonyl)acridine-9-carboxamide hydrobromide). RXN SMILES: C([O:8][C:9]([C:11]1[CH:16]=[CH:15][C:14]([N:17]([S:34]([C:37]2[CH:42]=[CH:41][C:40]([CH3:43])=[CH:39][CH:38]=2)(=[O:36])=[O:35])[C:18]([C:20]2[C:21]3[C:26]([N:27]=[C:28]4[C:33]=2[CH:32]=[CH:31][CH:30]=[CH:29]4)=[CH:25][CH:24]=[CH:23][CH:22]=3)=[O:19])=[CH:13][CH:12]=1)=[O:10])C1C=CC=CC=1.[BrH:44]>C(O)(=O)C>[BrH:44].[C:9]([C:11]1[CH:12]=[CH:13][C:14]([N:17]([S:34]([C:37]2[CH:38]=[CH:39][C:40]([CH3:43])=[CH:41][CH:42]=2)(=[O:35])=[O:36])[C:18]([C:20]2[C:33]3[C:28]([N:27]=[C:26]4[C:21]=2[CH:22]=[CH:23][CH:24]=[CH:25]4)=[CH:29][CH:30]=[CH:31][CH:32]=3)=[O:19])=[CH:15][CH:16]=1)([OH:10])=[O:8] |f:3.4|. Procedure: 1.17 g (2 mmol) of N-(4-benzyloxycarbonylphenyl)-N-(4-toluenesulfonyl)acridine-9-carboxamide are stirred with 10 ml of 33% strength solution of hydrogen bromide in glacial acetic acid while heating at 60° C. for 4 hours. After cooling, the precipitate is filtered off with suction and dried in vacuo. Yield: 1.00 g (87% of theory) Starting materials: C(C)(C)(C)N (t-butylamine), N(C(=O)C)C1=C2C=CC(=C(C2=CC=C1)OC(C)=O)S(=O)(=O)Cl (5-acetamino-1-acetoxynaphthalene-2-sulfonic acid chloride). The solvent is CC(=O)C (acetone), CC(=O)C (acetone). Reaction conditions: time 8 hour. The product is C(C)(C)(C)NS(=O)(=O)C1=C(C2=CC=CC(=C2C=C1)NC(=O)C)OC(C)=O (5-acetamino-1-acetoxynaphthalene-2-sulfonic acid-tert.-butylamide). As a reaction SMILES: [C:1]([NH2:5])([CH3:4])([CH3:3])[CH3:2].[NH:6]([C:10]1[CH:19]=[CH:18][CH:17]=[C:16]2[C:11]=1[CH:12]=[CH:13][C:14]([S:24](Cl)(=[O:26])=[O:25])=[C:15]2[O:20][C:21](=[O:23])[CH3:22])[C:7]([CH3:9])=[O:8]>CC(C)=O>[C:1]([NH:5][S:24]([C:14]1[CH:13]=[CH:12][C:11]2[C:16](=[CH:17][CH:18]=[CH:19][C:10]=2[NH:6][C:7]([CH3:9])=[O:8])[C:15]=1[O:20][C:21](=[O:23])[CH3:22])(=[O:26])=[O:25])([CH3:4])([CH3:3])[CH3:2]. Procedure details: 14.5 g of t-butylamine in 50 ml of acetone were added dropwise to a solution of 18.8 g of the compound from stage 2 (0.55 mols) in 150 ml of acetone at -5° to 0° C. The mixture was further stirred overnight, filtered off from the deposit, concentrated and crystallized from ether with a little acetonitrile. Yield: 19.2 g=92% of the theoretical yield; mp: 203°-206° C. Reactants: ClC1=NC2=CC=CC=C2C=C1 (2-Chloroquinoline), [H-].[Na+] (NaH), N1=CC(=CC=C1)CC1COC2=CC=C(C=C2C1O)O (3-(3-Pyridylmethyl)-4,6-chromandiol). Run in CN(C=O)C (dimethylformamide). Run at temperature 92.5 celsius, time 16 hour. The product is N1=CC(=CC=C1)C[C@@H]1COC2=CC=C(C=C2[C@@H]1O)OC1=NC2=CC=CC=C2C=C1 (cis-3-(3-Pyridylmethyl)-6-(2-quinolyloxy)-4-chromanol). The yield is 68.0%. As a reaction SMILES: [N:1]1[CH:6]=[CH:5][CH:4]=[C:3]([CH2:7][CH:8]2[CH:17]([OH:18])[C:16]3[C:11](=[CH:12][CH:13]=[C:14]([OH:19])[CH:15]=3)[O:10][CH2:9]2)[CH:2]=1.Cl[C:21]1[CH:30]=[CH:29][C:28]2[C:23](=[CH:24][CH:25]=[CH:26][CH:27]=2)[N:22]=1.[H-].[Na+]>CN(C)C=O>[N:1]1[CH:6]=[CH:5][CH:4]=[C:3]([CH2:7][C@H:8]2[C@@H:17]([OH:18])[C:16]3[C:11](=[CH:12][CH:13]=[C:14]([O:19][C:21]4[CH:30]=[CH:29][C:28]5[C:23](=[CH:24][CH:25]=[CH:26][CH:27]=5)[N:22]=4)[CH:15]=3)[O:10][CH2:9]2)[CH:2]=1 |f:2.3|. Reported procedure: 3-(3-Pyridylmethyl)-4,6-chromandiol (5.0 g, 19.4 mmol; EP appln. 312,295) was dissolved in 100 ml dimethylformamide. 2-Chloroquinoline (3.17 g, 19.4 mmol) and then NaH (0.98 g of a 50% dispersion in oil, 20.4 mmol) were added and the mixture stirred at 90-95° C. for 16 hours. The reaction mixture was cooled, quenched into 500 ml H2O, and extracted 4×400 ml ethyl acetate. The organic layers were combined, washed 3×400 ml H2O and 1×400 ml brine, dried (Na2SO4), stripped to an oil (9.47 g) and chro... Starting materials: ClC=1C=C(C=CC1OCC1=CC(=CC=C1)F)NC1=NC=NC2=CC=C(C=C12)N (N4-[3-chloro-4-(3-fluoro-benzyloxy)-phenyl]-quinazoline-4,6-diamine), C1CCOC1 (THF), NC1C(CCC1)O (2-amino-cyclopentanol). The solvent is C(Cl)Cl (DCM). Reaction conditions: time 3 hour. Yields the product ClC=1C=C(C=CC1OCC1=CC(=CC=C1)F)NC1=NC=NC2=CC=C(C=C12)NC=1OC2C(N1)COC2 (N4-[3-chloro-4-(3-fluorobenzyloxy)-phenyl]-N6-(3a,4,6,6a-tetrahydrofuro[3,4-d]oxazol-2-yl)-quinazoline-4,6-diamine). Isolated yield 65.0%. As a reaction SMILES: [Cl:1][C:2]1[CH:3]=[C:4]([NH:17][C:18]2[C:27]3[C:22](=[CH:23][CH:24]=[C:25]([NH2:28])[CH:26]=3)[N:21]=[CH:20][N:19]=2)[CH:5]=[CH:6][C:7]=1[O:8][CH2:9][C:10]1[CH:15]=[CH:14][CH:13]=[C:12]([F:16])[CH:11]=1.C1C[O:32][CH2:31]C1.[NH2:34][CH:35]1[CH2:39][CH2:38]C[CH:36]1[OH:40]>C(Cl)Cl>[Cl:1][C:2]1[CH:3]=[C:4]([NH:17][C:18]2[C:27]3[C:22](=[CH:23][CH:24]=[C:25]([NH:28][C:31]4[O:32][CH:39]5[CH2:38][O:40][CH2:36][CH:35]5[N:34]=4)[CH:26]=3)[N:21]=[CH:20][N:19]=2)[CH:5]=[CH:6][C:7]=1[O:8][CH2:9][C:10]1[CH:15]=[CH:14][CH:13]=[C:12]([F:16])[CH:11]=1. Procedure details: N4-[3-Chloro-4-(3-fluorobenzyloxy)-phenyl]-N6-(3a,4,6,6a-tetrahydrofuro[3,4-d]oxazol-2-yl)-quinazoline-4,6-diamine is prepared by adding thioCDI (27 mg, 0.152 mmol) to a stirred solution of N4-[3-chloro-4-(3-fluoro-benzyloxy)-phenyl]-quinazoline-4,6-diamine (60 mg, 0.152 mmol) in 1:1 THF:DCM (8 mL). After 3 hours, 2-amino-cyclopentanol (30 mg, 0.30 mmol) is added and the reaction mixture stirred for 4 hours. Solvent is removed under reduced pressure and the resulting thiourea is triturated with ... The reactants are CO, CC(C)OC(=O)N1CCC=C(NCc2cc(C(F)(F)F)cc(C(F)(F)F)c2)c2c(F)cccc21, O=[Pt]. Product: CC(C)OC(=O)N1CCCC(NCc2cc(C(F)(F)F)cc(C(F)(F)F)c2)c2c(F)cccc21. Reaction SMILES: [CH3:37][OH:38].[CH:1]([CH3:2])([CH3:3])[O:4][C:5](=[O:6])[N:7]1[c:8]2[c:9]([c:30]([F:34])[cH:31][cH:32][cH:33]2)[C:10]([NH:14][CH2:15][c:16]2[cH:17][c:18]([C:26]([F:27])([F:28])[F:29])[cH:19][c:20]([C:22]([F:23])([F:24])[F:25])[cH:21]2)=[CH:11][CH2:12][CH2:13]1.[Pt:35]=[O:36]>>[CH:1]([CH3:2])([CH3:3])[O:4][C:5](=[O:6])[N:7]1[c:8]2[c:9]([c:30]([F:34])[cH:31][cH:32][cH:33]2)[CH:10]([NH:14][CH2:15][c:16]2[cH:17][c:18]([C:26]([F:27])([F:28])[F:29])[cH:19][c:20]([C:22]([F:23])([F:24])[F:25])[cH:21]2)[CH2:11][CH2:12][CH2:13]1.